From a dataset of the Open Reaction Database (ORD), a public repository of structured organic reaction records. describe an organic reaction: reactants, conditions, products, and yield Reactants: ClC=1C=C(OC(C(=O)OCC)(C)C)C=CC1 (ethyl 2-(3-chlorophenoxy)-2-methylpropionate), ice water, [Cl-].[Al+3].[Cl-].[Cl-] (aluminum chloride), BrCC(=O)Br (bromoacetyl bromide). Run in ClCCCl (1,2-dichloroethane), ClCCCl (1,2-dichloroethane). Conditions: time 30 minute. The product is BrCC(=O)C1=C(C=C(OC(C(=O)OCC)(C)C)C=C1)Cl (ethyl 2-[4-(2-bromoacetyl)-3-chlorophenoxy]-2-methylpropionate). RXN SMILES: [Cl-].[Al+3].[Cl-].[Cl-].[Br:5][CH2:6][C:7](Br)=[O:8].[Cl:10][C:11]1[CH:12]=[C:13]([CH:23]=[CH:24][CH:25]=1)[O:14][C:15]([CH3:22])([CH3:21])[C:16]([O:18][CH2:19][CH3:20])=[O:17]>ClCCCl>[Br:5][CH2:6][C:7]([C:25]1[CH:24]=[CH:23][C:13]([O:14][C:15]([CH3:21])([CH3:22])[C:16]([O:18][CH2:19][CH3:20])=[O:17])=[CH:12][C:11]=1[Cl:10])=[O:8] |f:0.1.2.3|. Procedure details: To a stirred suspension of aluminum chloride (1.8 g) in 1,2-dichloroethane (25 ml) was added bromoacetyl bromide (400 μl) under ice-cooling, and the mixture was stirred for 30 minutes. To the stirred mixture was added dropwise a solution of ethyl 2-(3-chlorophenoxy)-2-methylpropionate (1.1 g) in 1,2-dichloroethane (5 ml) under ice-cooling, and the mixture was stirred for 3 hours at 60° C. The reaction mixture was poured into ice-water and extracted with ethyl acetate. The extract was washed with... Starting materials: O (water), [O-]C#N.[K+] (potassium cyanate), hydrochloride salt, C(#N)C1(CCN(CC1)C(=O)OCC1=CC=CC=C1)NC (benzyl 4-cyano-4-(methylamino)piperidine-1-carboxylate), O (water). Solvent: C(C)(=O)O (acetic acid). Run at temperature 50 celsius, time 1 hour. The product is CN1C(NC(C12CCN(CC2)C(=O)OCC2=CC=CC=C2)=O)=O (Benzyl 1-methyl-2,4-dioxo-1,3,8-triazaspiro[4.5]decane-8-carboxylate). RXN SMILES: [O-:1][C:2]#N.[K+].[C:5]([C:7]1([NH:23][CH3:24])[CH2:12][CH2:11][N:10]([C:13]([O:15][CH2:16][C:17]2[CH:22]=[CH:21][CH:20]=[CH:19][CH:18]=2)=[O:14])[CH2:9][CH2:8]1)#[N:6].[OH2:25]>C(O)(=O)C>[CH3:24][N:23]1[C:7]2([CH2:8][CH2:9][N:10]([C:13]([O:15][CH2:16][C:17]3[CH:18]=[CH:19][CH:20]=[CH:21][CH:22]=3)=[O:14])[CH2:11][CH2:12]2)[C:5](=[O:25])[NH:6][C:2]1=[O:1] |f:0.1|. Procedure: A solution of potassium cyanate (5.74 g, 70.8 mmol) in water (9 mL) was added dropwise to a solution of the hydrochloride salt of benzyl 4-cyano-4-(methylamino)piperidine-1-carboxylate (9.68 g, 35.4 mmol) in acetic acid (27 mL). The reaction mixture was heated at 50° C. After 1 h, the mixture was poured into cold water (200 mL). The mixture was extracted with ethyl acetate (4×), and the combined organic extracts were dried over magnesium sulfate and concentrated. A solution of HCl (10% in water;... The reactants are OB(O)c1cncc(Br)c1, O=C([O-])[O-], COCCOC, CCO, Cc1cccc(-c2nc(I)c3cc[nH]c3n2)n1, [Na+], [Na+], c1ccc(P(c2ccccc2)(c2ccccc2)[Pd](P(c2ccccc2)(c2ccccc2)c2ccccc2)(P(c2ccccc2)(c2ccccc2)c2ccccc2)P(c2ccccc2)(c2ccccc2)c2ccccc2)cc1. Product: Cc1cccc(-c2nc(-c3cncc(Br)c3)c3cc[nH]c3n2)n1. Reaction SMILES: [Br:18][c:19]1[cH:20][n:21][cH:22][c:23]([B:25]([OH:26])[OH:27])[cH:24]1.[C:28](=[O:29])([O-:30])[O-:31].[CH3:34][O:35][CH2:36][CH2:37][O:38][CH3:39].[CH3:40][CH2:41][OH:42].[I:1][c:2]1[c:3]2[c:4]([n:5][c:6](-[c:8]3[n:9][c:10]([CH3:14])[cH:11][cH:12][cH:13]3)[n:7]1)[nH:15][cH:16][cH:17]2.[Na+:32].[Na+:33].[cH:43]1[cH:44][cH:45][c:46]([P:47]([Pd:48]([P:49]([c:50]2[cH:51][cH:52][cH:53][cH:54][cH:55]2)([c:56]2[cH:57][cH:58][cH:59][cH:60][cH:61]2)[c:62]2[cH:63][cH:64][cH:65][cH:66][cH:67]2)([P:68]([c:69]2[cH:70][cH:71][cH:72][cH:73][cH:74]2)([c:75]2[cH:76][cH:77][cH:78][cH:79][cH:80]2)[c:81]2[cH:82][cH:83][cH:84][cH:85][cH:86]2)[P:87]([c:88]2[cH:89][cH:90][cH:91][cH:92][cH:93]2)([c:94]2[cH:95][cH:96][cH:97][cH:98][cH:99]2)[c:100]2[cH:101][cH:102][cH:103][cH:104][cH:105]2)([c:106]2[cH:107][cH:108][cH:109][cH:110][cH:111]2)[c:112]2[cH:113][cH:114][cH:115][cH:116][cH:117]2)[cH:118][cH:119]1>>[c:2]1(-[c:23]2[cH:22][n:21][cH:20][c:19]([Br:18])[cH:24]2)[c:3]2[c:4]([n:5][c:6](-[c:8]3[n:9][c:10]([CH3:14])[cH:11][cH:12][cH:13]3)[n:7]1)[nH:15][cH:16][cH:17]2. The reactants are CC=1N=NC=2C=CC=C(C2C1)N (3-methylcinnolin-5-amine), FC(C1=CC=C(CN=C=O)C=C1)(F)F ([4-(trifluoromethyl)benzyl]isocyanate). Product: CC=1N=NC2=CC=CC(=C2C1)NC(=O)NCC1=CC=C(C=C1)C(F)(F)F (N-(3-Methylcinnolin-5-yl)-N′-[4-(trifluoromethyl)benzyl]urea). Reaction SMILES: [CH3:1][C:2]1[N:3]=[N:4][C:5]2[CH:6]=[CH:7][CH:8]=[C:9]([NH2:12])[C:10]=2[CH:11]=1.[F:13][C:14]([F:26])([F:25])[C:15]1[CH:24]=[CH:23][C:18]([CH2:19][N:20]=[C:21]=[O:22])=[CH:17][CH:16]=1>>[CH3:1][C:2]1[N:3]=[N:4][C:5]2[C:10]([CH:11]=1)=[C:9]([NH:12][C:21]([NH:20][CH2:19][C:18]1[CH:17]=[CH:16][C:15]([C:14]([F:13])([F:26])[F:25])=[CH:24][CH:23]=1)=[O:22])[CH:8]=[CH:7][CH:6]=2. Procedure: Prepared from 3-methylcinnolin-5-amine and [4-(trifluoromethyl)benzyl]isocyanate (Description 58) according to the procedure of Description 61. m/z (ES+) 361 (M+H)+. Starting materials: CCOc1ccc(-c2ccc(CCCBr)cc2)c(F)c1F, Cc1ccccc1, c1ccc(P(c2ccccc2)c2ccccc2)cc1. Yields the product [Br-], CCOc1ccc(-c2ccc(CCC[P+](c3ccccc3)(c3ccccc3)c3ccccc3)cc2)c(F)c1F. Reaction SMILES: [CH2:1]([CH3:2])[O:3][c:4]1[c:5]([F:21])[c:6]([F:20])[c:7](-[c:10]2[cH:11][cH:12][c:13]([CH2:16][CH2:17][CH2:18][Br:19])[cH:14][cH:15]2)[cH:8][cH:9]1.[CH3:41][c:42]1[cH:43][cH:44][cH:45][cH:46][cH:47]1.[c:22]1([P:28]([c:29]2[cH:30][cH:31][cH:32][cH:33][cH:34]2)[c:35]2[cH:36][cH:37][cH:38][cH:39][cH:40]2)[cH:23][cH:24][cH:25][cH:26][cH:27]1>>[Br-:19].[CH2:1]([CH3:2])[O:3][c:4]1[c:5]([F:21])[c:6]([F:20])[c:7](-[c:10]2[cH:11][cH:12][c:13]([CH2:16][CH2:17][CH2:18][P+:28]([c:22]3[cH:23][cH:24][cH:25][cH:26][cH:27]3)([c:29]3[cH:30][cH:31][cH:32][cH:33][cH:34]3)[c:35]3[cH:36][cH:37][cH:38][cH:39][cH:40]3)[cH:14][cH:15]2)[cH:8][cH:9]1. Starting materials: O=C1N(C(CC1)=O)OC(CCC(C(=O)OC(C)(C)C)NC(=O)C1CCC(CC1)CNC(CCCCCCCCCCCCCCCCCCC(=O)OC(C)(C)C)=O)=O (2-({4-[(19-tert-butoxycarbonylnonadecanoylamino)methyl]cyclohexanecarbonyl}-amino)pentanedioic acid 1-tert-butyl ester 5-(2,5-dioxopyrrolidin-1-yl)ester), N[C@@H](CCC(O)=O)C(=O)OC(C)(C)C (H-Glu-OtBu). Run in C1CCOC1 (THF), O (water). Product: C(C)(C)(C)OC(C(CCC(=O)O)NC(CCC(NC(=O)C1CCC(CC1)CNC(CCCCCCCCCCCCCCCCCCC(=O)OC(C)(C)C)=O)C(=O)OC(C)(C)C)=O)=O (2-[4-tert-Butoxycarbonyl-4-({4-[(19-tert-butoxycarbonylnonadecanoylamino)methyl]cyclohexanecarbonyl}amino)butyrylamino]pentanedioic acid 1-tert-butyl ester). Isolated yield 83.6%. Reaction SMILES: O=C1CCC(=O)N1[O:8][C:9](=O)[CH2:10][CH2:11][CH:12]([NH:20][C:21]([CH:23]1[CH2:28][CH2:27][CH:26]([CH2:29][NH:30][C:31](=[O:57])[CH2:32][CH2:33][CH2:34][CH2:35][CH2:36][CH2:37][CH2:38][CH2:39][CH2:40][CH2:41][CH2:42][CH2:43][CH2:44][CH2:45][CH2:46][CH2:47][CH2:48][CH2:49][C:50]([O:52][C:53]([CH3:56])([CH3:55])[CH3:54])=[O:51])[CH2:25][CH2:24]1)=[O:22])[C:13]([O:15][C:16]([CH3:19])([CH3:18])[CH3:17])=[O:14].[NH2:59][C@H:60]([C:66]([O:68][C:69]([CH3:72])([CH3:71])[CH3:70])=[O:67])[CH2:61][CH2:62][C:63](=[O:65])[OH:64]>C1COCC1.O>[C:69]([O:68][C:66](=[O:67])[CH:60]([NH:59][C:9](=[O:8])[CH2:10][CH2:11][CH:12]([C:13]([O:15][C:16]([CH3:19])([CH3:18])[CH3:17])=[O:14])[NH:20][C:21]([CH:23]1[CH2:24][CH2:25][CH:26]([CH2:29][NH:30][C:31](=[O:57])[CH2:32][CH2:33][CH2:34][CH2:35][CH2:36][CH2:37][CH2:38][CH2:39][CH2:40][CH2:41][CH2:42][CH2:43][CH2:44][CH2:45][CH2:46][CH2:47][CH2:48][CH2:49][C:50]([O:52][C:53]([CH3:54])([CH3:55])[CH3:56])=[O:51])[CH2:27][CH2:28]1)=[O:22])[CH2:61][CH2:62][C:63]([OH:64])=[O:65])([CH3:72])([CH3:71])[CH3:70]. Procedure: To a solution of 2-({4-[(19-tert-butoxycarbonylnonadecanoylamino)methyl]cyclohexanecarbonyl}-amino)pentanedioic acid 1-tert-butyl ester 5-(2,5-dioxopyrrolidin-1-yl)ester (5.0 g) in THF (100 ml) was added a solution of H-Glu-OtBu (1.36 g) in water (25 ml). After stirring over night the mixture was concentrated in vacuo. The residue was precipitated from water and filtered off and dried in vacuo to give the title compound (4.63 g, 84%). Reactants: ClC1=C(C=CC(=C1)Cl)C1(OC2=C(O1)C=C(C(=C2)C(=O)N2CC=CC2)F)C2=CC=C(C=C2)F ([2-(2,4-dichloro-phenyl)-6-fluoro-2-(4-fluoro-phenyl)-benzo[1,3]dioxol-5-yl]-(2,5-dihydro-pyrrol-1-yl)-methanone), O.C[N+]1(CCOCC1)[O-] (4-methylmorpholine-4-oxide monohydrate), O.O.O.O.O.S(=S)(=O)([O-])[O-].[Na+].[Na+] (Sodium thiosulfate pentahydrate). Procedure details: To a solution of [2-(2,4-dichloro-phenyl)-6-fluoro-2-(4-fluoro-phenyl)-benzo[1,3]dioxol-5-yl]-(2,5-dihydro-pyrrol-1-yl)-methanone (70 mg, 0.15 mmol) in acetone (3.7 mL) and water (1.5 mL), 4-methylmorpholine-4-oxide monohydrate (23 mg, 0.16 mmol), osmium tetroxide (0.02 mL, 0.0015 mmol) and potassium osmate(VI) dihydrate (2.4 mg, 0.0065 mmol) were added and the reaction stirred 24 h at 20° C. Sodium thiosulfate pentahydrate was added, the reaction mixture was stirred 30 min. and poured onto crus... The yield is 74.0%. Yields the product ClC1=C(C=CC(=C1)Cl)C1(OC2=C(O1)C=C(C(=C2)C(=O)N2C[C@H]([C@H](C2)O)O)F)C2=CC=C(C=C2)F ([2-(2,4-Dichloro-phenyl)-6-fluoro-2-(4-fluoro-phenyl)-benzo[1,3]dioxol-5-yl]-(3,4-cis-dihydroxy-pyrrolidin-1-yl)-methanone). Reagents/catalysts: [Os](=O)(=O)(=O)=O (osmium tetroxide), O.O.[O-][Os](=O)(=O)[O-].[K+].[K+] (potassium osmate(VI) dihydrate). Solvent: CC(=O)C (acetone), O (water). As a reaction SMILES: [Cl:1][C:2]1[CH:7]=[C:6]([Cl:8])[CH:5]=[CH:4][C:3]=1[C:9]1([C:26]2[CH:31]=[CH:30][C:29]([F:32])=[CH:28][CH:27]=2)[O:13][C:12]2[CH:14]=[C:15]([F:25])[C:16]([C:18]([N:20]3[CH2:24][CH:23]=[CH:22][CH2:21]3)=[O:19])=[CH:17][C:11]=2[O:10]1.[OH2:33].C[N+]1([O-])CCOCC1.[OH2:42].O.O.O.O.S([O-])([O-])(=O)=S.[Na+].[Na+]>CC(C)=O.O.[Os](=O)(=O)(=O)=O.O.O.[O-][Os]([O-])(=O)=O.[K+].[K+]>[Cl:1][C:2]1[CH:7]=[C:6]([Cl:8])[CH:5]=[CH:4][C:3]=1[C:9]1([C:26]2[CH:27]=[CH:28][C:29]([F:32])=[CH:30][CH:31]=2)[O:13][C:12]2[CH:14]=[C:15]([F:25])[C:16]([C:18]([N:20]3[CH2:21][C@H:22]([OH:33])[C@H:23]([OH:42])[CH2:24]3)=[O:19])=[CH:17][C:11]=2[O:10]1 |f:1.2,3.4.5.6.7.8.9.10,14.15.16.17.18|. Conditions: temperature 20 celsius, time 24 hour.